describe an organic reaction: reactants, conditions, products, and yield From a dataset of the Open Reaction Database (ORD), a public repository of structured organic reaction records. Run in O (water). Reaction SMILES: [OH:1][N:2]=[C:3]([C:6]1[CH:11]=[CH:10][CH:9]=[C:8]([O:12][C:13]2[CH:18]=[CH:17][CH:16]=[CH:15][CH:14]=2)[CH:7]=1)[C:4]#N.[OH-:19].[K+].[CH2:21]([OH:23])C.Cl>O>[OH:1]/[N:2]=[C:3](/[C:6]1[CH:11]=[CH:10][CH:9]=[C:8]([O:12][C:13]2[CH:18]=[CH:17][CH:16]=[CH:15][CH:14]=2)[CH:7]=1)\[C:4]([O:23][CH3:21])=[O:19] |f:1.2|. Procedure: A mixture of 2-hydroxyimino-2-(3-phenoxyphenyl)acetonitrile (3.00 g), potassium hydroxide (3.40 g), ethanol (15 ml) and water (15 ml) was heated under reflux for 24 hours. The reaction mixture was acidified with 1 N HCl, and extracted with ethyl acetate. The ethyl acetate layer was washed with saturated aqueous sodium chloride, dried (MgSO4) and then concentrated. The reaction mixture was dissolved in methanol (30 ml), admixed with concentrated sulfuric acid (a catalytic amount), and then heated... Isolated yield 33.0%. Starting materials: Cl (HCl), ON=C(C#N)C1=CC(=CC=C1)OC1=CC=CC=C1 (2-hydroxyimino-2-(3-phenoxyphenyl)acetonitrile), [OH-].[K+] (potassium hydroxide), C(C)O (ethanol). Yields the product O\N=C(/C(=O)OC)\C1=CC(=CC=C1)OC1=CC=CC=C1 (methyl Z-2-hydroxyimino-2-(3-phenoxyphenyl)acetate). The reactants are C1(=CC=CC=C1)NN (Phenylhydrazine), S(O)(O)(=O)=O (sulfuric acid), C=O (Paraformaldehyde), C1(=CC=CC=C1)C=C (phenylethylene). Run in O (Water), O (water), C(C)(=O)O (acetic acid). Conditions: time 2 hour. Yields the product C1(=CC=CC=C1)N1NCCC1C1=CC=CC=C1 (2,3-Diphenylpyrazolidin). The yield is 60.6%. As a reaction SMILES: [C:1]1([NH:7][NH2:8])[CH:6]=[CH:5][CH:4]=[CH:3][CH:2]=1.S(=O)(=O)(O)O.[CH2:14]=O.[C:16]1([CH:22]=[CH2:23])[CH:21]=[CH:20][CH:19]=[CH:18][CH:17]=1>O.C(O)(=O)C>[C:1]1([N:7]2[CH:22]([C:16]3[CH:21]=[CH:20][CH:19]=[CH:18][CH:17]=3)[CH2:23][CH2:14][NH:8]2)[CH:6]=[CH:5][CH:4]=[CH:3][CH:2]=1. Procedure: Phenylhydrazine (108.14 g, 1 mole) is added dropwise to a cooled (4°-8° C.) and stirred mixture of concentrated sulfuric acid (147 g, 1.5 moles), glacial acetic acid (200 ml) and water (25 ml). Paraformaldehyde (30.03 g, 1 mole) and phenylethylene (104.1 g, 1 mole) are added simultaneously during 1 hr at 25° C. and stirring is continued for 2 hr at 30° C. Water (500 ml) is added and the aqueous dark solution is washed with benzene. The aqueous layer is basified with 50% sodium hydroxide and extr... Starting materials: CC(=O)O, COc1cc2c(OC(C)C)c(C(=O)Nc3nnn[nH]3)sc2cc1OCc1ccccc1, c1c[nH]cn1. The product is COc1cc2c(OC(C)C)c(C(=O)Nc3nnn[nH]3)sc2cc1O. Reaction SMILES: [CH3:37][C:38](=[O:39])[OH:40].[CH3:6][CH:7]([CH3:8])[O:9][c:10]1[c:11]2[c:12]([s:13][c:14]1[C:15](=[O:16])[NH:17][c:18]1[n:19][n:20][n:21][nH:22]1)[cH:23][c:24]([O:29][CH2:30][c:31]1[cH:32][cH:33][cH:34][cH:35][cH:36]1)[c:25]([O:27][CH3:28])[cH:26]2.[nH:1]1[cH:2][cH:3][n:4][cH:5]1>>[CH3:6][CH:7]([CH3:8])[O:9][c:10]1[c:11]2[c:12]([s:13][c:14]1[C:15](=[O:16])[NH:17][c:18]1[n:19][n:20][n:21][nH:22]1)[cH:23][c:24]([OH:29])[c:25]([O:27][CH3:28])[cH:26]2.